Dataset: the Open Reaction Database (ORD), a public repository of structured organic reaction records. Task: describe an organic reaction: reactants, conditions, products, and yield Reactants: COC1c2c([nH]c(Br)c2Br)C(=O)NCC1Br, CS(=O)(=O)O. Yields the product O=C1NCC(Br)=Cc2c1[nH]c(Br)c2Br. Reaction SMILES: [Br:1][c:2]1[c:3]([Br:16])[c:4]2[c:5]([nH:15]1)[C:6](=[O:14])[NH:7][CH2:8][CH:9]([Br:13])[CH:10]2[O:11][CH3:12].[CH3:17][S:18](=[O:19])(=[O:20])[OH:21]>>[Br:1][c:2]1[c:3]([Br:16])[c:4]2[c:5]([nH:15]1)[C:6](=[O:14])[NH:7][CH2:8][C:9]([Br:13])=[CH:10]2. The reactants are C(C(=O)Cl)(=O)Cl (Oxalyl chloride), FC=1C=CC(=C(C(=O)O)C1)C(F)(F)F (5-fluoro 2-trifluoromethyl benzoic acid). The reagents and catalysts are CN(C)C=1C=CN=CC1 (DMAP). Solvent: C(Cl)Cl (DCM). Run at temperature 50 celsius. Product: FC=1C=CC(=C(C(=O)Cl)C1)C(F)(F)F (5-fluoro 2-trifluoromethyl benzoyl chloride). Reaction SMILES: [C:1](Cl)(=O)[C:2]([Cl:4])=[O:3].[F:7][C:8]1[CH:9]=C[C:11]([C:17]([F:20])([F:19])[F:18])=[C:12]([CH:16]=1)C(O)=O>CN(C1C=CN=CC=1)C.C(Cl)Cl>[F:7][C:8]1[CH:16]=[CH:12][C:11]([C:17]([F:20])([F:19])[F:18])=[C:1]([CH:9]=1)[C:2]([Cl:4])=[O:3]. Procedure details: Oxalyl chloride (1.23 ml, 14.24 mmol) was added dropwise to a solution of 5-fluoro 2-trifluoromethyl benzoic acid (1 gm, 4.81 mmol) in HPLC grade DCM (15 ml), containing DMAP. The reaction mixture was heated to 50° C. for 40 min. The reaction mass was cooled to room temperature and solvent evaporated to dryness under a nitrogen atmosphere to get crude 5-fluoro 2-trifluoromethyl benzoyl chloride. The reactants are CC#N, Cl, COC(=O)CC(c1ccccc1)n1cnc2cc(NC(=O)Nc3ccccc3)ccc21, C1CCOC1. The product is O=C(O)CC(c1ccccc1)n1cnc2cc(NC(=O)Nc3ccccc3)ccc21. RXN SMILES: [CH3:32][C:33]#[N:34].[ClH:35].[NH:1]([c:2]1[cH:3][cH:4][cH:5][cH:6][cH:7]1)[C:8](=[O:9])[NH:10][c:11]1[cH:12][c:13]2[c:14]([n:15]([CH:18]([CH2:19][C:20](=[O:21])[O:22][CH3:23])[c:24]3[cH:25][cH:26][cH:27][cH:28][cH:29]3)[cH:16][n:17]2)[cH:30][cH:31]1.[O:36]1[CH2:37][CH2:38][CH2:39][CH2:40]1>>[NH:1]([c:2]1[cH:3][cH:4][cH:5][cH:6][cH:7]1)[C:8](=[O:9])[NH:10][c:11]1[cH:12][c:13]2[c:14]([n:15]([CH:18]([CH2:19][C:20](=[O:21])[OH:22])[c:24]3[cH:25][cH:26][cH:27][cH:28][cH:29]3)[cH:16][n:17]2)[cH:30][cH:31]1.